Task: describe an organic reaction: reactants, conditions, products, and yield. Dataset: the Open Reaction Database (ORD), a public repository of structured organic reaction records As a reaction SMILES: [Br:1][C:2]1[CH:3]=[C:4]([CH:7]=[CH:8][C:9]=1[F:10])[CH2:5]Br.[CH3:11][C:12]([CH3:17])([CH2:15][OH:16])[CH2:13][OH:14]>>[CH3:11][C:12]([CH3:17])([CH2:15][O:16][CH2:5][C:4]1[CH:7]=[CH:8][C:9]([F:10])=[C:2]([Br:1])[CH:3]=1)[CH2:13][OH:14]. Product: CC(CO)(COCC1=CC(=C(C=C1)F)Br)C (2,2-Dimethyl-3-(3-bromo-4-fluorobenzyloxy)propan-1-ol). Starting materials: BrC=1C=C(CBr)C=CC1F (3-bromo-4-fluorobenzyl bromide), CC(CO)(CO)C (2,2-dimethylpropan-1,3-diol). Procedure: This compound was prepared from 3-bromo-4-fluorobenzyl bromide and 2,2-dimethylpropan-1,3-diol using the method of Example 1.